This data is from the Open Reaction Database (ORD), a public repository of structured organic reaction records. The task is: describe an organic reaction: reactants, conditions, products, and yield Starting materials: C(CCC)[Li] (n-butyl lithium), IC1=CC(=C(C(=C1)OC)OC(C)C)OC (1-iodo-4-isopropoxy-3,5-dimethoxybenzene), B(OC(C)C)(OC(C)C)OC(C)C (triisopropyl borate), O (water), Cl (hydrochloric acid). Run in O1CCCC1 (tetrahydrofuran), O1CCCC1 (tetrahydrofuran), CCCCCC (hexane). Conditions: time 30 minute. Yields the product C(C)(C)OC1=C(C=C(C=C1OC)B(O)O)OC (4-isopropoxy-3,5-dimethoxyphenylboronic acid), powder. Isolated yield 71.0%. RXN SMILES: C([Li])CCC.I[C:7]1[CH:12]=[C:11]([O:13][CH3:14])[C:10]([O:15][CH:16]([CH3:18])[CH3:17])=[C:9]([O:19][CH3:20])[CH:8]=1.[B:21](OC(C)C)([O:26]C(C)C)[O:22]C(C)C.O.Cl>O1CCCC1.CCCCCC>[CH:16]([O:15][C:10]1[C:11]([O:13][CH3:14])=[CH:12][C:7]([B:21]([OH:26])[OH:22])=[CH:8][C:9]=1[O:19][CH3:20])([CH3:18])[CH3:17]. Reported procedure: Under nitrogen, 10 mL (159 mmol) of a 1.59 mol/L hexane solution of n-butyl lithium and a solution of 23.0 g (71.4 mmol) of 1-iodo-4-isopropoxy-3,5-dimethoxybenzene in anhydrous tetrahydrofuran (100 ml) were added dropwise to anhydrous tetrahydrofuran cooled in a dry ice-methanol bath, and the mixture was stirred for 30 minutes. After addition of 20 mL (87 mmol) of triisopropyl borate, the reaction mixture was stirred for 15 minutes and the dry ice-methanol bath was removed. With stirring, the r... The reactants are C([O-])([O-])=O.[K+].[K+] (potassium carbonate), S(O)(O)(=O)=O (Sulfuric acid), C(Cl)(Cl)Cl (chloroform), C1=CC=CC=C1 (benzene), [N+](=O)(O)[O-] (nitric acid). Product: [N+](=O)([O-])C1=CC=CC=C1 (nitrobenzene). RXN SMILES: S(=O)(=O)(O)O.C(Cl)(Cl)Cl.[N+:10]([O-:13])(O)=[O:11].C(=O)([O-])[O-].[K+].[K+].[CH:20]1[CH:25]=[CH:24][CH:23]=[CH:22][CH:21]=1>>[N+:10]([C:20]1[CH:25]=[CH:24][CH:23]=[CH:22][CH:21]=1)([O-:13])=[O:11] |f:3.4.5|. Reported procedure: Sulfuric acid was added to a chloroform solution containing the benzene. To the solution was then added nitric acid, and the mixture was heated at a temperature of 50° C. for five hours. After completion of the reaction, the organic layer was neutralized with a 5% aqueous potassium carbonate solution, washed with water, and dried on magnesium sulfate. The solvent was evaporated to give a white solid. The white solid was recrystallized in petroleum-derived ethanol to give nitrobenzene. The obtain... Starting materials: ClC1=C(C=O)C(=CC=C1)O (2-chloro-6-hydroxybenzaldehyde), C1(=CC=C(C=C1)S(=O)(=O)OC[C@H]1CO1)C ((R)-glycidyl 4-toluenesulphonate), C([O-])([O-])=O.[K+].[K+] (potassium carbonate). Run in CN(C=O)C (dimethylformamide). Conditions: temperature 60 celsius, time 18 hour. Product: ClC1=C(C=O)C(=CC=C1)OC[C@H]1CO1 ((R)-2-chloro-6-(2,3-epoxypropoxy)benzaldehyde). Yield: 60.1%. RXN SMILES: [Cl:1][C:2]1[CH:9]=[CH:8][CH:7]=[C:6]([OH:10])[C:3]=1[CH:4]=[O:5].C1(C)C=CC(S(O[CH2:21][C@@H:22]2[O:24][CH2:23]2)(=O)=O)=CC=1.C(=O)([O-])[O-].[K+].[K+]>CN(C)C=O>[Cl:1][C:2]1[CH:9]=[CH:8][CH:7]=[C:6]([O:10][CH2:21][C@@H:22]2[O:24][CH2:23]2)[C:3]=1[CH:4]=[O:5] |f:2.3.4|. Procedure details: A stirred mixture of 2-chloro-6-hydroxybenzaldehyde (4.4 g), (R)-glycidyl 4-toluenesulphonate (5.0 g) and potassium carbonate (3.9 g) in dimethylformamide (120 ml) was heated at 60° C. for 5 hours then allowed to stand at ambient temperature for 18 hours. The solvent was removed in vacuo, water (60 ml) was added and the mixture extracted with ether (3×100 ml). The combined extracts were dried over magnesium sulphate and the solvent evaporated. The residue was purified by flash chromatography on ... Yields the product CC(C)n1cc(C(=O)C(F)(F)F)c2ccc(F)cc21. Starting materials: O=C([O-])[O-], CN(C)C=O, O=C(c1c[nH]c2cc(F)ccc12)C(F)(F)F, CC(C)I, [K+], [K+]. As a reaction SMILES: [C:17](=[O:18])([O-:19])[O-:20].[CH3:27][N:28]([CH3:29])[CH:30]=[O:31].[F:1][C:2]([C:3](=[O:4])[c:5]1[cH:6][nH:7][c:8]2[cH:9][c:10]([F:14])[cH:11][cH:12][c:13]12)([F:15])[F:16].[I:23][CH:24]([CH3:25])[CH3:26].[K+:21].[K+:22]>>[F:1][C:2]([C:3](=[O:4])[c:5]1[cH:6][n:7]([CH:24]([CH3:25])[CH3:26])[c:8]2[cH:9][c:10]([F:14])[cH:11][cH:12][c:13]12)([F:15])[F:16]. Starting materials: C([O-])([O-])=O.[K+].[K+] (potassium carbonate), P(=O)(OC)(OC)Cl (O,O-dimethyl chlorophosphate), C(#N)C=1SC(=CC1O)OCCCC (2-cyano-3-hydroxy-5-n-butoxy-thiophene). The solvent is C(C)#N (acetonitrile). Conditions: temperature 20 celsius, time 16 hour. Product: C(#N)C=1SC(=CC1OP(=O)(OC)OC)OCCCC (2-cyano-3-(dimethoxyphosphoryloxy)-5-n-butoxy-thiophene). Yield: 76.8%. RXN SMILES: C(=O)([O-])[O-].[K+].[K+].[P:7](Cl)([O:11][CH3:12])([O:9][CH3:10])=[O:8].[C:14]([C:16]1[S:17][C:18]([O:22][CH2:23][CH2:24][CH2:25][CH3:26])=[CH:19][C:20]=1[OH:21])#[N:15]>C(#N)C>[C:14]([C:16]1[S:17][C:18]([O:22][CH2:23][CH2:24][CH2:25][CH3:26])=[CH:19][C:20]=1[O:21][P:7]([O:11][CH3:12])([O:9][CH3:10])=[O:8])#[N:15] |f:0.1.2|. Procedure details: 7.7 g of potassium carbonate and 7.7 g of O,O-dimethyl chlorophosphate were added to a solution of 11 g of 2-cyano-3-hydroxy-5-n-butoxy-thiophene in 150 ml of acetonitrile and the mixture was stirred for 16 hours at 20° C. and was filtered. The filtrate was evaporated to dryness under reduced pressure and the residue was dissolved in ether. The ether solution was washed with water containing 100 g/l of sodium chloride and then with 0.1N sodium hydroxide solution containing 100 g/l of sodium chlo... The reactants are COC1=CC=C2CCC(C(C2=C1)(C)C)=O (7-Methoxy-1,1-dimethyl-3,4-dihydro-1H-naphthalen-2-one), C(#N)C=1C=C(C=CC1F)NN (3-cyano-4-fluorophenylhydrazine). Product: FC=1C=C2C=3CC4=C(C(C3NC2=CC1C#N)(C)C)C=C(C=C4)OC (2-Fluoro-8-methoxy-6,6-dimethyl-6,11-dihydro-5H-benzo[b]carbazole-3-carbonitrile). As a reaction SMILES: [CH3:1][O:2][C:3]1[CH:12]=[C:11]2[C:6]([CH2:7][CH2:8][C:9](=O)[C:10]2([CH3:14])[CH3:13])=[CH:5][CH:4]=1.[C:16]([C:18]1[CH:19]=[C:20]([NH:25]N)[CH:21]=[CH:22][C:23]=1[F:24])#[N:17]>>[F:24][C:23]1[CH:22]=[C:21]2[C:20](=[CH:19][C:18]=1[C:16]#[N:17])[NH:25][C:9]1[C:10]([CH3:14])([CH3:13])[C:11]3[CH:12]=[C:3]([O:2][CH3:1])[CH:4]=[CH:5][C:6]=3[CH2:7][C:8]2=1. Reported procedure: Under the same conditions as the method for synthesizing Compound A3-1, the title compound was prepared from Compound A2 and 3-cyano-4-fluorophenylhydrazine. Reactants: CC1(C)C(C=C(Cl)c2ccc(OC(F)(F)F)cc2)C1C(=O)O, Cc1ccccc1, [Cl-], Cl, OCc1ccc(F)c(Oc2ccccc2)c1, O, c1ccncc1. The product is CC1(C)C(C=C(Cl)c2ccc(OC(F)(F)F)cc2)C1C(=O)OCc1ccc(F)c(Oc2ccccc2)c1. As a reaction SMILES: [CH3:18][C:19]1([CH3:39])[CH:20]([C:36](=[O:37])[OH:38])[CH:21]1[CH:22]=[C:23]([c:24]1[cH:25][cH:26][c:27]([O:30][C:31]([F:32])([F:33])[F:34])[cH:28][cH:29]1)[Cl:35].[CH3:47][c:48]1[cH:49][cH:50][cH:51][cH:52][cH:53]1.[Cl-:17].[ClH:46].[O:1]([c:2]1[cH:3][cH:4][cH:5][cH:6][cH:7]1)[c:8]1[cH:9][c:10]([CH2:11][OH:12])[cH:13][cH:14][c:15]1[F:16].[OH2:54].[cH:40]1[cH:41][cH:42][n:43][cH:44][cH:45]1>>[O:1]([c:2]1[cH:3][cH:4][cH:5][cH:6][cH:7]1)[c:8]1[cH:9][c:10]([CH2:11][O:12][C:36]([CH:20]2[C:19]([CH3:18])([CH3:39])[CH:21]2[CH:22]=[C:23]([c:24]2[cH:25][cH:26][c:27]([O:30][C:31]([F:32])([F:33])[F:34])[cH:28][cH:29]2)[Cl:35])=[O:37])[cH:13][cH:14][c:15]1[F:16]. Starting materials: ClC(Cl)(Cl)Cl, COc1cc(Cl)cc(CC(=O)O)c1Cl, O=S(Cl)Cl. RXN SMILES: [C:19]([Cl:20])([Cl:21])([Cl:22])[Cl:23].[Cl:1][c:2]1[c:3]([CH2:11][C:12](=[O:13])[OH:14])[cH:4][c:5]([Cl:10])[cH:6][c:7]1[O:8][CH3:9].[S:15]([Cl:16])([Cl:17])=[O:18]>>[Cl:1][c:2]1[c:3]([CH2:11][C:12](=[O:14])[Cl:17])[cH:4][c:5]([Cl:10])[cH:6][c:7]1[O:8][CH3:9]. Product: COc1cc(Cl)cc(CC(=O)Cl)c1Cl. The reactants are ClC=1C=CC=C2C=C(NC12)B1OC(C(O1)(C)C)(C)C (7-chloro-2-(4,4,5,5-tetramethyl-[1,3,2]dioxaborolan-2-yl)-1H-indole), N1C=CC=2C(=CC=CC12)C(=O)OC (1H-indole-4-carboxylic acid, methyl ester). The product is CC1(OB(OC1(C)C)C=1NC=2C=CC=C(C2C1)C(=O)OC)C (2-(4,4,5,5-Tetramethyl-[1,3,2]dioxaborolan-2-yl)-1H-indole-4-carboxylic acid, methyl ester). RXN SMILES: Cl[C:2]1[CH:3]=[CH:4][CH:5]=[C:6]2[C:10]=1[NH:9][C:8]([B:11]1[O:15][C:14]([CH3:17])([CH3:16])[C:13]([CH3:19])([CH3:18])[O:12]1)=[CH:7]2.N1C2C=CC=C([C:29]([O:31][CH3:32])=[O:30])C=2C=C1>>[CH3:18][C:13]1([CH3:19])[C:14]([CH3:17])([CH3:16])[O:15][B:11]([C:8]2[NH:9][C:10]3[CH:2]=[CH:3][CH:4]=[C:5]([C:29]([O:31][CH3:32])=[O:30])[C:6]=3[CH:7]=2)[O:12]1. Procedure: Prepared according to a procedure analogous to that described for 7-chloro-2-(4,4,5,5-tetramethyl-[1,3,2]dioxaborolan-2-yl)-1H-indole using 1H-indole-4-carboxylic acid, methyl ester.